This data is from the Open Reaction Database (ORD), a public repository of structured organic reaction records. The task is: describe an organic reaction: reactants, conditions, products, and yield The reactants are C1CCCCC1 (cyclohexane), O (water), II, VI, O (water). Run at temperature 166 celsius. Yields the product C1(CCCCC1)O (cyclohexanol), C1(CCCCC1)=O (cyclohexanone). As a reaction SMILES: [CH2:1]1[CH2:6][CH2:5][CH2:4][CH2:3][CH2:2]1.[OH2:7]>>[CH:1]1([OH:7])[CH2:6][CH2:5][CH2:4][CH2:3][CH2:2]1.[C:1]1(=[O:7])[CH2:6][CH2:5][CH2:4][CH2:3][CH2:2]1. Procedure details: The oxidation mixture at 166° C. exchanges heat with a decomposition liquid in a heat exchanger 3 through a pipeline I 2, so as to generate an oxidation mixture liquid at 114° C. The oxidation mixture liquid enters a dehydration and rectification column 5 or a first chamber of a decomposition reaction and distillation vessel 8 through a pipeline II for flash evaporation and dehydration. Chromic acid tert-butyl ester containing 3 wt % of chromium is added at a rate of 100 Kg·h as a catalyst into ... The reactants are [H-].[Na+] (sodium hydride), C(C)OP(=O)(OCC)CC(=O)OCC (ethyl diethylphosphonoacetate), COC=1C=C(C=C(C1OC)OC)C=1SC=C(N1)C=O (2-(3,4,5-trimethoxyphenyl)thiazole-4-carboaldehyde), resultant mixture. Run in C1CCOC1 (THF), C1CCOC1 (THF), C(C)(=O)OCC (ethyl acetate), C1CCOC1 (THF). Reaction conditions: time 30 minute. The product is COC=1C=C(C=C(C1OC)OC)C=1SC=C(N1)C=CC(=O)OCC (Ethyl 3-[2-(3,4,5-Trimethoxyphenyl)thiazol-4-yl]propenoate). As a reaction SMILES: [H-].[Na+].C(OP([CH2:11][C:12]([O:14][CH2:15][CH3:16])=[O:13])(OCC)=O)C.[CH3:17][O:18][C:19]1[CH:20]=[C:21]([C:29]2[S:30][CH:31]=[C:32]([CH:34]=O)[N:33]=2)[CH:22]=[C:23]([O:27][CH3:28])[C:24]=1[O:25][CH3:26]>C1COCC1.C(OCC)(=O)C>[CH3:17][O:18][C:19]1[CH:20]=[C:21]([C:29]2[S:30][CH:31]=[C:32]([CH:34]=[CH:11][C:12]([O:14][CH2:15][CH3:16])=[O:13])[N:33]=2)[CH:22]=[C:23]([O:27][CH3:28])[C:24]=1[O:25][CH3:26] |f:0.1|. Procedure details: THF (5 mL) was added to sodium hydride (55% dispersion in mineral oil, 162 mg) under an argon atmosphere, and a solution of ethyl diethylphosphonoacetate (832 mg) in THF (2 mL) was added dropwise to the mixture at −10° C. After 30 minutes, a solution of 2-(3,4,5-trimethoxyphenyl)thiazole-4-carboaldehyde (942 mg) in THF (8 mL) was slowly added to the resultant mixture, and the mixture was warmed to room temperature over 30 minutes and then stirred for 2 hours. The reaction mixture was diluted wit... The reactants are CCO, CCOC(=O)C1(c2ccc(Cl)cc2)OC1(C)C, [Na+], [OH-]. Product: CC1(C)OC1(C(=O)[O-])c1ccc(Cl)cc1, [Na+]. Reaction SMILES: [CH3:20][CH2:21][OH:22].[Cl:1][c:2]1[cH:3][cH:4][c:5]([C:8]2([C:9](=[O:10])[O:11][CH2:12][CH3:13])[C:14]([CH3:15])([CH3:16])[O:17]2)[cH:6][cH:7]1.[Na+:19].[OH-:18]>>[Cl:1][c:2]1[cH:3][cH:4][c:5]([C:8]2([C:9](=[O:10])[O-:11])[C:14]([CH3:15])([CH3:16])[O:17]2)[cH:6][cH:7]1.[Na+:19]. Reactants: [Al+3], COC(=O)CCC12CC3CC(CC(C3)C1)C2, [H-], [H-], [H-], [H-], [Li+], [Na+], C1CCOC1, [OH-], O. Yields the product OCCCC12CC3CC(CC(C3)C1)C2. Reaction SMILES: [Al+3:18].[C:1]12([CH2:11][CH2:12][C:13](=[O:14])[O:15][CH3:16])[CH2:2][CH:3]3[CH2:4][CH:5]([CH2:6][CH:7]([CH2:8]1)[CH2:9]3)[CH2:10]2.[H-:17].[H-:20].[H-:21].[H-:22].[Li+:19].[Na+:25].[O:26]1[CH2:27][CH2:28][CH2:29][CH2:30]1.[OH-:24].[OH2:23]>>[C:1]12([CH2:11][CH2:12][CH2:13][OH:14])[CH2:2][CH:3]3[CH2:4][CH:5]([CH2:6][CH:7]([CH2:8]1)[CH2:9]3)[CH2:10]2. Reactants: COc1ccc(N)cc1, COCCOC, CCCCCCCCCCCC, [K+], [K+], [K+], O=[N+]([O-])c1ccccc1Cl, O=P([O-])([O-])[O-]. The product is COc1ccc(Nc2ccccc2[N+](=O)[O-])cc1. Reaction SMILES: [CH3:19][O:20][c:21]1[cH:22][cH:23][c:24]([NH2:27])[cH:25][cH:26]1.[CH3:28][O:29][CH2:30][CH2:31][O:32][CH3:33].[CH3:34][CH2:35][CH2:36][CH2:37][CH2:38][CH2:39][CH2:40][CH2:41][CH2:42][CH2:43][CH2:44][CH3:45].[K+:6].[K+:7].[K+:8].[N+:9](=[O:10])([O-:11])[c:12]1[c:13]([Cl:18])[cH:14][cH:15][cH:16][cH:17]1.[P:1]([O-:2])([O-:3])([O-:4])=[O:5]>>[N+:9](=[O:10])([O-:11])[c:12]1[c:13]([NH:27][c:24]2[cH:23][cH:22][c:21]([O:20][CH3:19])[cH:26][cH:25]2)[cH:14][cH:15][cH:16][cH:17]1.